This data is from the Open Reaction Database (ORD), a public repository of structured organic reaction records. The task is: describe an organic reaction: reactants, conditions, products, and yield Reactants: FC(C(=O)O)(F)F (Trifluoroacetic acid), C(C1=CC=CC=C1)ON(C(OC(C)(C)C)=O)C(CC)CC (tert-butyl N-benzyloxy-N-(1-ethylpropyl)carbamate). Run in C(Cl)Cl (methylene chloride). Reaction conditions: time 18 hour. Yields the product C(C1=CC=CC=C1)ONC(CC)CC (N-benzyloxy-N-(1-ethylpropyl)amine). The yield is 76.6%. As a reaction SMILES: FC(F)(F)C(O)=O.[CH2:8]([O:15][N:16]([CH:24]([CH2:27][CH3:28])[CH2:25][CH3:26])C(=O)OC(C)(C)C)[C:9]1[CH:14]=[CH:13][CH:12]=[CH:11][CH:10]=1>C(Cl)Cl>[CH2:8]([O:15][NH:16][CH:24]([CH2:27][CH3:28])[CH2:25][CH3:26])[C:9]1[CH:14]=[CH:13][CH:12]=[CH:11][CH:10]=1. Procedure: Trifluoroacetic acid (42 mL, 544 mmole) was added to a chilled (0° C.) solution of tert-butyl N-benzyloxy-N-(1-ethylpropyl)carbamate (21.6 g, 73.6 mmole) in methylene chloride (300 mL). The reaction was stirred at ambient temperature for about 18 hours then concentrated under vacuum. Saturated aqueous sodium bicarbonate (100 mL) was added to the residue followed by a quantity of solid sodium carbonate sufficient to adjust the pH of the reaction mixture to pH 9. The reaction mixture was extracted... Starting materials: S1C(=CC=C1)CC(=O)Cl (2-thiopheneacetyl chloride), third, NC1[C@@H]2N(C(=C(CS2)COC(N)=O)C(=O)O)C1=O (7-amino-3-carbamoyloxymethyl-3-cephem-4-carboxylic acid), S1C(=CC=C1)CC(=O)NC1[C@@H]2N(C(=C(CS2)COC(N)=O)C(=O)O)C1=O (7-(2-(2-thienyl)acetamido)-3-carbamoyloxymethyl-3-cephem-4-carboxylic acid), acyl halide. Product: S1C(=CC=C1)CC(=O)NC1S[C@H]2N(C(=C1COC(N)=O)C(=O)O)C(C2)=O (2-(2-Thienyl)Acetamido-3-Carbamoyloxymethyl-3-Cephem-4-Carboxylic Acid). Reaction SMILES: N[CH:2]1[C:17](=[O:18])[N:4]2[C:5]([C:14]([OH:16])=[O:15])=[C:6]([CH2:9][O:10][C:11](=[O:13])[NH2:12])[CH2:7][S:8][C@H:3]12.S1C=CC=C1CC(Cl)=O.[S:28]1[CH:32]=[CH:31][CH:30]=[C:29]1[CH2:33][C:34]([NH:36]C1C(=O)N2C(C(O)=O)=C(COC(=O)N)CS[C@H]12)=[O:35]>>[S:28]1[CH:32]=[CH:31][CH:30]=[C:29]1[CH2:33][C:34]([NH:36][CH:7]1[C:6]([CH2:9][O:10][C:11](=[O:13])[NH2:12])=[C:5]([C:14]([OH:16])=[O:15])[N:4]2[C:17](=[O:18])[CH2:2][C@H:3]2[S:8]1)=[O:35]. Procedure: A third 1 μl portion of the 7-amino-3-carbamoyloxymethyl-3-cephem-4-carboxylic acid-containing solution, prepared as reported in Example 11, was treated as described in Example 11, except that the acyl halide was 2-thiopheneacetyl chloride, and the resulting product was 7-(2-(2-thienyl)acetamido)-3-carbamoyloxymethyl-3-cephem-4-carboxylic acid. It exhibited an RCV value of 0.39. Starting materials: [O-]P(=O)([O-])[O-].[K+].[K+].[K+] (potassium phosphate tribasic), CC(C)C1=CC(=C(C(=C1)C(C)C)C2=C(C=CC=C2)P(C3CCCCC3)C4CCCCC4)C(C)C (X-PHOS), C(C)(C)(C)C=1C=C2C=NN(C(C2=C(C1)F)=O)C1=C(COC(C)=O)C(=CC=C1)B1OC(C(O1)(C)C)(C)C (acetic acid 2-(6-tert-butyl-8-fluoro-1-oxo-1H-phthalazin-2-yl)-6-(4,4,5,5-tetramethyl-[1,3,2]dioxaborolan-2-yl)-benzyl ester), [OH-].[Na+] (NaOH), ClC=1C=C(C(N(N1)C)=O)NC1=NC=C(N=C1)OCCN(C)C (6-chloro-4-[5-(2-dimethylamino-ethoxy)-pyrazin-2-ylamino]-2-methyl2H-pyridazin-3-one), resultant mixture. The reagents and catalysts are C=1C=CC(=CC1)/C=C/C(=O)/C=C/C2=CC=CC=C2.C=1C=CC(=CC1)/C=C/C(=O)/C=C/C2=CC=CC=C2.[Pd] (bis(dibenzylideneacetone)palladium). Run in C(Cl)Cl (DCM), O (water), O (water), C(CCC)O (n-butanol), O (water). Run at temperature 110 celsius. The product is C(C)(C)(C)C=1C=C2C=NN(C(C2=C(C1)F)=O)C1=C(C(=CC=C1)C1=NN(C(C(=C1)NC1=NC=C(N=C1)OCCN(C)C)=O)C)CO (6-tert-Butyl-2-(3-{5-[5-(2-dimethylamino-ethoxy)-pyrazin-2-ylamino]-1-methyl-6-oxo-1,6-dihydro-pyridazin-3-yl}-2-hydroxymethyl-phenyl)-8-fluoro-2H-phthalazin-1-one). The yield is 48.1%. As a reaction SMILES: Cl[C:2]1[CH:3]=[C:4]([NH:10][C:11]2[CH:16]=[N:15][C:14]([O:17][CH2:18][CH2:19][N:20]([CH3:22])[CH3:21])=[CH:13][N:12]=2)[C:5](=[O:9])[N:6]([CH3:8])[N:7]=1.[O-]P([O-])([O-])=O.[K+].[K+].[K+].CC(C1C=C(C(C)C)C(C2C=CC=CC=2P(C2CCCCC2)C2CCCCC2)=C(C(C)C)C=1)C.[C:65]([C:69]1[CH:70]=[C:71]2[C:76](=[C:77]([F:79])[CH:78]=1)[C:75](=[O:80])[N:74]([C:81]1[CH:91]=[CH:90][CH:89]=[C:88](B3OC(C)(C)C(C)(C)O3)[C:82]=1[CH2:83][O:84]C(=O)C)[N:73]=[CH:72]2)([CH3:68])([CH3:67])[CH3:66].[OH-].[Na+]>C(O)CCC.O.C(Cl)Cl.C1C=CC(/C=C/C(/C=C/C2C=CC=CC=2)=O)=CC=1.C1C=CC(/C=C/C(/C=C/C2C=CC=CC=2)=O)=CC=1.[Pd]>[C:65]([C:69]1[CH:70]=[C:71]2[C:76](=[C:77]([F:79])[CH:78]=1)[C:75](=[O:80])[N:74]([C:81]1[CH:91]=[CH:90][CH:89]=[C:88]([C:2]3[CH:3]=[C:4]([NH:10][C:11]4[CH:16]=[N:15][C:14]([O:17][CH2:18][CH2:19][N:20]([CH3:22])[CH3:21])=[CH:13][N:12]=4)[C:5](=[O:9])[N:6]([CH3:8])[N:7]=3)[C:82]=1[CH2:83][OH:84])[N:73]=[CH:72]2)([CH3:68])([CH3:66])[CH3:67] |f:1.2.3.4,7.8,12.13.14|. Procedure details: In a 15 mL microwave reaction vial was added 6-chloro-4-[5-(2-dimethylamino-ethoxy)-pyrazin-2-ylamino]-2-methyl2H-pyridazin-3-one (89 mg, 274 μmol, Eq: 1.00) in 7 mL n-butanol and 1.4 mL water. To the solution was added potassium phosphate tribasic (128 mg, 603 μmol), X-PHOS (19.6 mg, 41.1 μmol, Eq: 0.15) and acetic acid 2-(6-tert-butyl-8-fluoro-1-oxo-1H-phthalazin-2-yl)-6-(4,4,5,5-tetramethyl-[1,3,2]dioxaborolan-2-yl)-benzyl ester (279 mg, 395 μmol, Eq: 1.44) with stirring and bubbling of argon... The reactants are c1ccc(CNc2ccccc2)cc1, O=P(Cl)(Cl)c1ccc(Oc2ccccc2)cc1. Product: O=P1(c2ccc(Oc3ccccc3)cc2)c2ccccc2CN1c1ccccc1. Reaction SMILES: [CH2:1]([c:2]1[cH:3][cH:4][cH:5][cH:6][cH:7]1)[NH:8][c:9]1[cH:10][cH:11][cH:12][cH:13][cH:14]1.[O:15]([c:16]1[cH:17][cH:18][cH:19][cH:20][cH:21]1)[c:22]1[cH:23][cH:24][c:25]([P:28](=[O:29])([Cl:30])[Cl:31])[cH:26][cH:27]1>>[CH2:1]1[c:2]2[c:3]([cH:4][cH:5][cH:6][cH:7]2)[P:28]([c:25]2[cH:24][cH:23][c:22]([O:15][c:16]3[cH:17][cH:18][cH:19][cH:20][cH:21]3)[cH:27][cH:26]2)(=[O:29])[N:8]1[c:9]1[cH:10][cH:11][cH:12][cH:13][cH:14]1. Reactants: O=C1CCC(=O)N1Br, CC(=O)O, Cc1cccc2oc(=O)n(C)c12, O. Yields the product Cc1cc(Br)cc2oc(=O)n(C)c12. Reaction SMILES: [Br:13][N:14]1[C:15](=[O:16])[CH2:17][CH2:18][C:19]1=[O:20].[C:22]([OH:23])(=[O:24])[CH3:25].[CH3:1][n:2]1[c:3](=[O:12])[o:4][c:5]2[c:6]1[c:7]([CH3:11])[cH:8][cH:9][cH:10]2.[OH2:21]>>[CH3:1][n:2]1[c:3](=[O:12])[o:4][c:5]2[c:6]1[c:7]([CH3:11])[cH:8][c:9]([Br:13])[cH:10]2. Starting materials: BrC1=CC=C2CCNC(C2=C1)C (7-Bromo-1-methyl-1,2,3,4-tetrahydro-isoquinoline), B(O)O (boronic acid). The product is CC1NCCC2=CC=C(C=C12)C=1C=NC=CC1 (1-Methyl-7-pyridin-3-yl-1,2,3,4-tetrahydro-isoquinoline). As a reaction SMILES: Br[C:2]1[CH:11]=[C:10]2[C:5]([CH2:6][CH2:7][NH:8][CH:9]2[CH3:12])=[CH:4][CH:3]=1.B(O)O>>[CH3:12][CH:9]1[C:10]2[C:5](=[CH:4][CH:3]=[C:2]([C:6]3[CH:7]=[N:8][CH:9]=[CH:10][CH:5]=3)[CH:11]=2)[CH2:6][CH2:7][NH:8]1. Procedure: In close analogy to the procedure described above, 7-Bromo-1-methyl-1,2,3,4-tetrahydro-isoquinoline is reacted with the corresponding boronic acid to provide the title compound.